Dataset: the Open Reaction Database (ORD), a public repository of structured organic reaction records. Task: describe an organic reaction: reactants, conditions, products, and yield Reactants: [BH4-], CO, CC(C)CN1C(=O)c2c(F)ccc(F)c2C1=O, [K+], O. Product: CC(C)CN1C(=O)c2c(F)ccc(F)c2C1O. RXN SMILES: [BH4-:21].[CH3:19][OH:20].[F:1][c:2]1[c:3]2[c:4]([c:14]([F:17])[cH:15][cH:16]1)[C:5](=[O:6])[N:7]([CH2:10][CH:11]([CH3:12])[CH3:13])[C:8]2=[O:9].[K+:22].[OH2:18]>>[F:1][c:2]1[c:3]2[c:4]([c:14]([F:17])[cH:15][cH:16]1)[C:5](=[O:6])[N:7]([CH2:10][CH:11]([CH3:12])[CH3:13])[CH:8]2[OH:9]. Starting materials: solid, Cl.Cl.Cl.O1COC2=C1C=CC=C2N2CCN(CC2)CC[C@@H]2CC[C@H](CC2)N (Trans-4-[2-(4-Benzo[1,3]dioxol-4-yl-piperazin-1-yl)-ethyl]-cyclohexylamine trihydrochloride), Cl.Cl.Cl.O1COC2=C1C=CC=C2N2CCN(CC2)CC[C@@H]2CC[C@H](CC2)N (Trans-4-[2-(4-Benzo[1,3]dioxol-4-yl-piperazin-1-yl)-ethyl]-cyclohexylamine trihydrochloride), C(CC)(=O)O (propionic acid). Product: O1COC2=C1C=CC=C2N2CCN(CC2)CC[C@@H]2CC[C@H](CC2)NC(CC)=O (Trans-N-{4-[2-(4-Benzo[1,3]dioxol-4-yl-piperazin-1-yl)-ethyl]-cyclohexyl}-propionamide). As a reaction SMILES: Cl.Cl.Cl.[O:4]1[C:8]2[CH:9]=[CH:10][CH:11]=[C:12]([N:13]3[CH2:18][CH2:17][N:16]([CH2:19][CH2:20][C@H:21]4[CH2:26][CH2:25][C@H:24]([NH2:27])[CH2:23][CH2:22]4)[CH2:15][CH2:14]3)[C:7]=2[O:6][CH2:5]1.[C:28](O)(=[O:31])[CH2:29][CH3:30]>>[O:4]1[C:8]2[CH:9]=[CH:10][CH:11]=[C:12]([N:13]3[CH2:18][CH2:17][N:16]([CH2:19][CH2:20][C@H:21]4[CH2:26][CH2:25][C@H:24]([NH:27][C:28](=[O:31])[CH2:29][CH3:30])[CH2:23][CH2:22]4)[CH2:15][CH2:14]3)[C:7]=2[O:6][CH2:5]1 |f:0.1.2.3|. Procedure: The title compound, white solid (10 mg, 48%), MS (ISP) m/z=388.3 [(M+H)+], was prepared in accordance with the general method of example 1 from Trans-4-[2-(4-Benzo[1,3]dioxol-4-yl-piperazin-1-yl)-ethyl]-cyclohexylamine hydrochloride (Intermediate A) (20 mg, 0.0543 mmol) and propionic acid. The reactants are C(C1=CC=CC=C1)Br (Benzyl bromide), C1COCCOCCOCCOCCOCCO1 (18--Crown-6 ether), [OH-].[K+] (potassium hydroxide), O=CC1=CC(O)=C(OC)C=C1 (isovanillin). The solvent is C1CCOC1 (THF). Run at time 1 hour. Yields the product C(C1=CC=CC=C1)OC=1C=C(C=O)C=CC1OC (3-benzyloxy-4-methoxybenzaldehyde). RXN SMILES: C1OCCOCCOCCOCCOCCOC1.[OH-].[K+].[O:21]=[CH:22][C:23]1[CH:31]=[CH:30][C:27]([O:28][CH3:29])=[C:25]([OH:26])[CH:24]=1.[CH2:32](Br)[C:33]1[CH:38]=[CH:37][CH:36]=[CH:35][CH:34]=1>C1COCC1>[CH2:32]([O:26][C:25]1[CH:24]=[C:23]([CH:31]=[CH:30][C:27]=1[O:28][CH3:29])[CH:22]=[O:21])[C:33]1[CH:38]=[CH:37][CH:36]=[CH:35][CH:34]=1 |f:1.2|. Reported procedure: 18--Crown-6 ether (0.14 g, 0.00052 mols) and potassium hydroxide (1.35 g, 0.024 mols) is added to a stirred solution of isovanillin (201) (2.0 g, 0.013 mols) in THF (20 ml) at 0° C. The reacton becomes cloudy and turns bright yellow. Benzyl bromide (1.69 ml, 0.0143 mols) is added dropwise to the reaction at 0° C. After one hour, the ice bath is removed and the reaction is stirred at room temperature overnight. The reaction is diluted with ethyl acetate and washed with water and 10% HCl followed ... Starting materials: CN(C)CCCNc1ccc(N)cc1F, O=C(Cc1cccs1)Nc1cccc(-c2nn3ccccc3c2-c2ccnc(Cl)n2)c1, Cl. Yields the product CN(C)CCCNc1ccc(Nc2nccc(-c3c(-c4cccc(NC(=O)Cc5cccs5)c4)nn4ccccc34)n2)cc1F. As a reaction SMILES: [CH3:32][N:33]([CH2:34][CH2:35][CH2:36][NH:37][c:38]1[c:39]([F:45])[cH:40][c:41]([NH2:44])[cH:42][cH:43]1)[CH3:46].[Cl:1][c:2]1[n:3][cH:4][cH:5][c:6](-[c:8]2[c:9](-[c:17]3[cH:18][c:19]([NH:23][C:24]([CH2:25][c:26]4[s:27][cH:28][cH:29][cH:30]4)=[O:31])[cH:20][cH:21][cH:22]3)[n:10][n:11]3[c:12]2[cH:13][cH:14][cH:15][cH:16]3)[n:7]1.[ClH:47]>>[c:2]1([NH:44][c:41]2[cH:40][c:39]([F:45])[c:38]([NH:37][CH2:36][CH2:35][CH2:34][N:33]([CH3:32])[CH3:46])[cH:43][cH:42]2)[n:3][cH:4][cH:5][c:6](-[c:8]2[c:9](-[c:17]3[cH:18][c:19]([NH:23][C:24]([CH2:25][c:26]4[s:27][cH:28][cH:29][cH:30]4)=[O:31])[cH:20][cH:21][cH:22]3)[n:10][n:11]3[c:12]2[cH:13][cH:14][cH:15][cH:16]3)[n:7]1.